From a dataset of the Open Reaction Database (ORD), a public repository of structured organic reaction records. describe an organic reaction: reactants, conditions, products, and yield Starting materials: C[O-], CO, NCCCCc1nc(-c2cnccc2Cl)c[nH]1, [Na+]. Yields the product COc1ccncc1-c1c[nH]c(CCCCN)n1. As a reaction SMILES: [CH3:18][O-:19].[CH3:21][OH:22].[Cl:1][c:2]1[c:3](-[c:8]2[n:9][c:10]([CH2:13][CH2:14][CH2:15][CH2:16][NH2:17])[nH:11][cH:12]2)[cH:4][n:5][cH:6][cH:7]1.[Na+:20]>>[c:2]1([O:19][CH3:18])[c:3](-[c:8]2[n:9][c:10]([CH2:13][CH2:14][CH2:15][CH2:16][NH2:17])[nH:11][cH:12]2)[cH:4][n:5][cH:6][cH:7]1.